Dataset: the Open Reaction Database (ORD), a public repository of structured organic reaction records. Task: describe an organic reaction: reactants, conditions, products, and yield The reactants are C(C)C(N(C(=O)C=1C(=NN(C1)C1=CC(=CC=C1)C(F)(F)F)C)C1=CC(=C(C=C1)OCC(C)(C)C)C#N)C(=O)O (Ethyl N-(3-cyano-4-neopentyloxyphenyl)-N-[1-(3-trifluoromethylphenyl)-3-methylpyrazol-4-ylcarbonyl]glycine), [OH-].[Na+] (sodium hydroxide). Run in C(C)O (ethanol). Reaction conditions: time 30 minute. The product is C(#N)C=1C=C(C=CC1OCC(C)(C)C)N(CC(=O)O)C(=O)C=1C(=NN(C1)C1=CC(=CC=C1)C(F)(F)F)C (N-(3-Cyano-4-neopentyloxyphenyl)-N-[1-(3-trifluoromethylphenyl)-3-methylpyrazol-4-ylcarbonyl]glycine). Yield: 63.3%. RXN SMILES: C([CH:3]([C:37]([OH:39])=[O:38])[N:4]([C:23]1[CH:28]=[CH:27][C:26]([O:29][CH2:30][C:31]([CH3:34])([CH3:33])[CH3:32])=[C:25]([C:35]#[N:36])[CH:24]=1)[C:5]([C:7]1[C:8]([CH3:22])=[N:9][N:10]([C:12]2[CH:17]=[CH:16][CH:15]=[C:14]([C:18]([F:21])([F:20])[F:19])[CH:13]=2)[CH:11]=1)=[O:6])C.[OH-].[Na+]>C(O)C>[C:35]([C:25]1[CH:24]=[C:23]([N:4]([C:5]([C:7]2[C:8]([CH3:22])=[N:9][N:10]([C:12]3[CH:17]=[CH:16][CH:15]=[C:14]([C:18]([F:20])([F:21])[F:19])[CH:13]=3)[CH:11]=2)=[O:6])[CH2:3][C:37]([OH:39])=[O:38])[CH:28]=[CH:27][C:26]=1[O:29][CH2:30][C:31]([CH3:34])([CH3:33])[CH3:32])#[N:36] |f:1.2|. Procedure: Ethyl N-(3-cyano-4-neopentyloxyphenyl)-N-[1-(3-trifluoromethylphenyl)-3-methylpyrazol-4-ylcarbonyl]glycine (1.5 g) was added to ethanol (15 ml). 10% Aqueous sodium hydroxide solution (10 ml) was added and the mixture was stirred at a refluxing temperature for 30 min. The solvent was evaporated under reduced pressure. Dilute hydrochloric acid was added to the residue and the mixture was extracted with ethyl acetate. The organic layer was washed with saturated brine and dried over anhydrous magnes... Starting materials: C1(=CC=CC=C1)OS(=O)(=O)C1=CC=C(C=C1)N (p-aminobenzenesulfonic acid phenyl ester), C1(=CC(=CC2=CC(=CC=C12)S(=O)(=O)Cl)S(=O)(=O)Cl)S(=O)(=O)Cl (1,3,6-naphthalenetrisulfonyl chloride), O (water). Solvent: N1=CC=CC=C1 (pyridine). The product is C1(=CC=CC=C1)OS(=O)(=O)C1=CC=C(C=C1)NS(=O)(=O)C=1C=C2C=C(C=C(C2=CC1)S(=O)(=O)NC1=CC=C(C=C1)S(=O)(=O)OC1=CC=CC=C1)S(=O)(=O)NC1=CC=C(C=C1)S(=O)(=O)OC1=CC=CC=C1 (4,4',4"-[1,3,6-Naphthalenetriyltris(sulfonylimino)]tribenzenesulfonic acid triphenyl ester). As a reaction SMILES: [C:1]1([O:7][S:8]([C:11]2[CH:16]=[CH:15][C:14]([NH2:17])=[CH:13][CH:12]=2)(=[O:10])=[O:9])[CH:6]=[CH:5][CH:4]=[CH:3][CH:2]=1.[C:18]1([S:36](Cl)(=[O:38])=[O:37])[C:27]2[C:22](=[CH:23][C:24]([S:28](Cl)(=[O:30])=[O:29])=[CH:25][CH:26]=2)[CH:21]=[C:20]([S:32](Cl)(=[O:34])=[O:33])[CH:19]=1.[OH2:40]>N1C=CC=CC=1>[C:1]1([O:7][S:8]([C:11]2[CH:12]=[CH:13][C:14]([NH:17][S:28]([C:24]3[CH:23]=[C:22]4[C:27](=[CH:26][CH:25]=3)[C:18]([S:36]([NH:17][C:14]3[CH:13]=[CH:12][C:11]([S:8]([O:7][C:1]5[CH:6]=[CH:5][CH:4]=[CH:3][CH:2]=5)(=[O:9])=[O:40])=[CH:16][CH:15]=3)(=[O:38])=[O:37])=[CH:19][C:20]([S:32]([NH:17][C:14]3[CH:13]=[CH:12][C:11]([S:8]([O:7][C:1]5[CH:2]=[CH:3][CH:4]=[CH:5][CH:6]=5)(=[O:9])=[O:10])=[CH:16][CH:15]=3)(=[O:34])=[O:33])=[CH:21]4)(=[O:30])=[O:29])=[CH:15][CH:16]=2)(=[O:9])=[O:10])[CH:2]=[CH:3][CH:4]=[CH:5][CH:6]=1. Procedure: To a solution of 11.2 g of the above amine in 50 ml of pyridine is added 6.35 g of 1,3,6-naphthalenetrisulfonyl chloride. The resulting solution is heated on a steam bath for one hour, cooled to room temperature and poured into cold water with separation of an oil. The mixture is extracted with methylene chloride. The methylene chloride extract is washed with 0.5N hydrochloric acid, then with water and dried over magnesium sulfate. The solvent is removed and the resulting oil is dissolved in ben... The reactants are COC=1C=C(C=C(C1)OC)NC1CCN(CC1)CC1=CC(=NC=C1)C1=CC(=C(C(=C1)OC)OC)OC (4-(3,5-Dimethoxyphenylamino)-1-[[2-(3,4,5-trimethoxyphenyl)pyridin-4-yl]methyl]piperidine), ClCC=1C=CC(=NC1)C1=CC(=C(C(=C1)OC)OC)OC (5-chloromethyl-2-(3,4,5-trimethoxyphenyl)pyridine), trihydrochloride. Yields the product Cl.Cl.Cl.COC=1C=C(C=C(C1)OC)N(CC=1C=CC(=NC1)C1=CC(=C(C(=C1)OC)OC)OC)C1CCN(CC1)CC1=CC(=NC=C1)C1=CC(=C(C(=C1)OC)OC)OC (4-[N-(3,5-Dimethoxyphenyl)-N-[[2-(3,4,5-trimethoxyphenyl)pyridin-5-yl]methyl]amino]-1-[[2-(3,4,5-trimethoxyphenyl)pyridin-4-yl]methyl]piperidine Trihydrochloride). As a reaction SMILES: [CH3:1][O:2][C:3]1[CH:4]=[C:5]([NH:11][CH:12]2[CH2:17][CH2:16][N:15]([CH2:18][C:19]3[CH:24]=[CH:23][N:22]=[C:21]([C:25]4[CH:30]=[C:29]([O:31][CH3:32])[C:28]([O:33][CH3:34])=[C:27]([O:35][CH3:36])[CH:26]=4)[CH:20]=3)[CH2:14][CH2:13]2)[CH:6]=[C:7]([O:9][CH3:10])[CH:8]=1.[Cl:37][CH2:38][C:39]1[CH:40]=[CH:41][C:42]([C:45]2[CH:50]=[C:49]([O:51][CH3:52])[C:48]([O:53][CH3:54])=[C:47]([O:55][CH3:56])[CH:46]=2)=[N:43][CH:44]=1>>[ClH:37].[ClH:37].[ClH:37].[CH3:1][O:2][C:3]1[CH:4]=[C:5]([N:11]([CH:12]2[CH2:13][CH2:14][N:15]([CH2:18][C:19]3[CH:24]=[CH:23][N:22]=[C:21]([C:25]4[CH:26]=[C:27]([O:35][CH3:36])[C:28]([O:33][CH3:34])=[C:29]([O:31][CH3:32])[CH:30]=4)[CH:20]=3)[CH2:16][CH2:17]2)[CH2:38][C:39]2[CH:40]=[CH:41][C:42]([C:45]3[CH:50]=[C:49]([O:51][CH3:52])[C:48]([O:53][CH3:54])=[C:47]([O:55][CH3:56])[CH:46]=3)=[N:43][CH:44]=2)[CH:6]=[C:7]([O:9][CH3:10])[CH:8]=1 |f:2.3.4.5|. Procedure details: 4-(3,5-Dimethoxyphenylamino)-1-[[2-(3,4,5-trimethoxyphenyl)pyridin-4-yl]methyl]piperidine (148 mg) and 5-chloromethyl-2-(3,4,5-trimethoxyphenyl)pyridine (114 mg) were condensed by the same manner as described in Example 9. Yellow oil of a free base was converted to a trihydrochloride which gave the title compound as yellow powder. The reactants are OC=1C=C(C=CC1)C1=C(C=NC2=C(C=CC=C12)C(F)(F)F)C(=O)C1=CC=CC=C1 ([4-(3-hydroxyphenyl)-8-(trifluoromethyl)quinolin-3-yl](phenyl)methanone), BrCCCC(C)C (1-Bromo-4-methyl-pentane). The product is CC(CCCOC=1C=C(C=CC1)C1=C(C=NC2=C(C=CC=C12)C(F)(F)F)C(=O)C1=CC=CC=C1)C ([4-{3-[(4-METHYLPENTYL)OXY]PHENYL}-8-(TRIFLUOROMETHYL)QUINOLIN-3-YL](PHENYL)-METHANONE). Reaction SMILES: [OH:1][C:2]1[CH:3]=[C:4]([C:8]2[C:17]3[C:12](=[C:13]([C:18]([F:21])([F:20])[F:19])[CH:14]=[CH:15][CH:16]=3)[N:11]=[CH:10][C:9]=2[C:22]([C:24]2[CH:29]=[CH:28][CH:27]=[CH:26][CH:25]=2)=[O:23])[CH:5]=[CH:6][CH:7]=1.Br[CH2:31][CH2:32][CH2:33][CH:34]([CH3:36])[CH3:35]>>[CH3:35][CH:34]([CH3:36])[CH2:33][CH2:32][CH2:31][O:1][C:2]1[CH:3]=[C:4]([C:8]2[C:17]3[C:12](=[C:13]([C:18]([F:21])([F:19])[F:20])[CH:14]=[CH:15][CH:16]=3)[N:11]=[CH:10][C:9]=2[C:22]([C:24]2[CH:25]=[CH:26][CH:27]=[CH:28][CH:29]=2)=[O:23])[CH:5]=[CH:6][CH:7]=1. Procedure: The title compound was prepared from [4-(3-hydroxyphenyl)-8-(trifluoromethyl)quinolin-3-yl](phenyl)methanone and 1-Bromo-4-methyl-pentane following the procedure of Example 478: MS (ES) m/z 478.3. Starting materials: CCO, CCCCc1cc(Cl)nnc1Cl, [NH4+], [OH-]. Yields the product CCCCc1cc(N)nnc1Cl. As a reaction SMILES: [CH3:15][CH2:16][OH:17].[Cl:1][c:2]1[n:3][n:4][c:5]([Cl:12])[cH:6][c:7]1[CH2:8][CH2:9][CH2:10][CH3:11].[NH4+:13].[OH-:14]>>[Cl:1][c:2]1[n:3][n:4][c:5]([NH2:13])[cH:6][c:7]1[CH2:8][CH2:9][CH2:10][CH3:11]. The reactants are COc1ccc(C(=O)O)cc1, CCOCC, CC(C)OC(C)C, CC(C)Oc1ccc2ccc(N)nc2n1, O. Yields the product COc1ccc(C(=O)Nc2ccc3ccc(OC(C)C)nc3n2)cc1. RXN SMILES: [CH3:1][O:2][c:3]1[cH:4][cH:5][c:6]([C:9]([OH:10])=[O:11])[cH:7][cH:8]1.[CH3:35][CH2:36][O:37][CH2:38][CH3:39].[CH:28]([O:29][CH:30]([CH3:31])[CH3:32])([CH3:33])[CH3:34].[NH2:12][c:13]1[n:14][c:15]2[n:16][c:17]([O:23][CH:24]([CH3:25])[CH3:26])[cH:18][cH:19][c:20]2[cH:21][cH:22]1.[OH2:27]>>[CH3:1][O:2][c:3]1[cH:4][cH:5][c:6]([C:9](=[O:11])[NH:12][c:13]2[n:14][c:15]3[n:16][c:17]([O:23][CH:24]([CH3:25])[CH3:26])[cH:18][cH:19][c:20]3[cH:21][cH:22]2)[cH:7][cH:8]1. Starting materials: NCC1(CN([C@@H](C1)C(=O)OC(C)(C)C)C(=O)OC(C)(C)C)CC(=O)O (2-((5S)-3-(aminomethyl)-1,5-bis(tert-butoxycarbonyl)pyrrolidin-3-yl)acetic acid), ON1N=NC2=C1C=CC=C2 (1-hydroxybenzotriazole), Cl.C(C)N=C=NCCCN(C)C (1-ethyl-(3-dimethylaminopropyl)carbodiimide hydrochloride), C(C)(C)N(C(C)C)CC (N,N-Diisopropylethylamine). Run in C(Cl)Cl (CH2Cl2), C(Cl)Cl (CH2Cl2). Run at time 8 hour. Product: O=C1NCC2(C[C@H](N(C2)C(=O)OC(C)(C)C)C(=O)OC(C)(C)C)C1 ((3S)-di-tert-butyl 8-oxo-2,7-diazaspiro[4.4]nonane-2,3-dicarboxylate). The yield is 59.9%. Reaction SMILES: [NH2:1][CH2:2][C:3]1([CH2:22][C:23]([OH:25])=O)[CH2:7][C@@H:6]([C:8]([O:10][C:11]([CH3:14])([CH3:13])[CH3:12])=[O:9])[N:5]([C:15]([O:17][C:18]([CH3:21])([CH3:20])[CH3:19])=[O:16])[CH2:4]1.ON1C2C=CC=CC=2N=N1.Cl.C(N=C=NCCCN(C)C)C.C(N(CC)C(C)C)(C)C>C(Cl)Cl>[O:25]=[C:23]1[CH2:22][C:3]2([CH2:4][N:5]([C:15]([O:17][C:18]([CH3:20])([CH3:21])[CH3:19])=[O:16])[C@H:6]([C:8]([O:10][C:11]([CH3:12])([CH3:14])[CH3:13])=[O:9])[CH2:7]2)[CH2:2][NH:1]1 |f:2.3|. Procedure details: To a solution of amino acid 2-((5S)-3-(aminomethyl)-1,5-bis(tert-butoxycarbonyl)pyrrolidin-3-yl)acetic acid (D6) (1.45 mmol) in CH2Cl2 (32 ml) was added 1-hydroxybenzotriazole (HOBT, 196 mg, 1.45 mmol, 1 eq), 1-ethyl-(3-dimethylaminopropyl)carbodiimide hydrochloride (EDC, 418 mg, 2.2 mmol, 1.5 eq), and N,N-Diisopropylethylamine (DIEA, 756 μl, 4.4 mmol, 3.0 eq). The reaction was aged at room temp. overnight. The solution was diluted with CH2Cl2 (100 ml) and washed with water (100 ml), 1N sodium h...